From a dataset of the Open Reaction Database (ORD), a public repository of structured organic reaction records. describe an organic reaction: reactants, conditions, products, and yield The reactants are [BH4-].[Na+] (sodium tetrahydridoborate), C(C)S(=O)(=O)N1CCC(CC1)C1=CNC2=C(C=C(C=C12)C1=CC(=CC=C1)C=O)C(=O)N (3-[1-(ethylsulfonyl)-4-piperidinyl]-5-(3-formylphenyl)-1H-indole-7-carboxamide), CC(CN)CC (2-methyl-1-butanamine). Solvent: ClCCl (dichloromethane), CO (methanol). As a reaction SMILES: [CH2:1]([S:3]([N:6]1[CH2:11][CH2:10][CH:9]([C:12]2[C:20]3[C:15](=[C:16]([C:29]([NH2:31])=[O:30])[CH:17]=[C:18]([C:21]4[CH:26]=[CH:25][CH:24]=[C:23]([CH:27]=O)[CH:22]=4)[CH:19]=3)[NH:14][CH:13]=2)[CH2:8][CH2:7]1)(=[O:5])=[O:4])[CH3:2].[CH3:32][CH:33]([CH2:36][CH3:37])[CH2:34][NH2:35].[BH4-].[Na+]>ClCCl.CO.C(O)(=O)C>[CH2:1]([S:3]([N:6]1[CH2:11][CH2:10][CH:9]([C:12]2[C:20]3[C:15](=[C:16]([C:29]([NH2:31])=[O:30])[CH:17]=[C:18]([C:21]4[CH:26]=[CH:25][CH:24]=[C:23]([CH2:27][NH:35][CH2:34][CH:33]([CH3:32])[CH2:36][CH3:37])[CH:22]=4)[CH:19]=3)[NH:14][CH:13]=2)[CH2:8][CH2:7]1)(=[O:5])=[O:4])[CH3:2] |f:2.3|. Reported procedure: To a solution of 3-[1-(ethylsulfonyl)-4-piperidinyl]-5-(3-formylphenyl)-1H-indole-7-carboxamide (44 mg, 0.1 mmol) in dichloromethane (2 mL) and methanol (1 mL) was added 2-methyl-1-butanamine (52 mg, 0.6 mmol) and 1 drop of acetic acid. This mixture was stirred for 2 h then sodium tetrahydridoborate (22.8 mg, 0.6 mmol) was added. The resulting mixture was stirred for 1 h. It was then concentrated and again dissolved in dimethyl sulfoxide (3 mL). It was then purified by Gilson Preparatory HPLC to... The reagents and catalysts are C(C)(=O)O (acetic acid). Yield: 55.6%. Product: C(C)S(=O)(=O)N1CCC(CC1)C1=CNC2=C(C=C(C=C12)C1=CC(=CC=C1)CNCC(CC)C)C(=O)N (3-[1-(ethylsulfonyl)-4-piperidinyl]-5-(3-{[(2-methylbutyl)amino]methyl}phenyl)-1H-indole-7-carboxamide). Conditions: time 2 hour. Product: CC(C)OC(=O)N(c1ccccc1)S(=O)Cl. Reaction SMILES: [O:24]1[CH2:25][CH2:26][CH2:27][CH2:28]1.[S:14](=[O:15])([Cl:16])[Cl:17].[c:1]1([NH:7][C:8]([O:9][CH:10]([CH3:11])[CH3:12])=[O:13])[cH:2][cH:3][cH:4][cH:5][cH:6]1.[cH:18]1[cH:19][cH:20][n:21][cH:22][cH:23]1>>[c:1]1([N:7]([C:8]([O:9][CH:10]([CH3:11])[CH3:12])=[O:13])[S:14](=[O:15])[Cl:16])[cH:2][cH:3][cH:4][cH:5][cH:6]1. Reactants: C1CCOC1, O=S(Cl)Cl, CC(C)OC(=O)Nc1ccccc1, c1ccncc1. The reactants are C([O-])([O-])=O.[K+].[K+] (potassium carbonate), BrC1=CC2=C(C=N1)C=C(N2)C=2C=NN(C2)C (6-Bromo-2-(1-methyl-1H-pyrazol-4-yl)-1H-pyrrolo[3,2-c]pyridine), BrC1=NC=C(C=C1)C (2-bromo-5-methylpyridine), BrC1=NC=C(C=C1)C (2-bromo-5-methylpyridine), C([O-])([O-])=O.[K+].[K+] (potassium carbonate). The reagents and catalysts are [Cu]I (copper(I) iodide). Solvent: CC(=O)N(C)C (DMA), C(C)(=O)OCC (ethyl acetate). Conditions: temperature 210 celsius. Yields the product BrC1=CC2=C(C=N1)C=C(N2C2=NC=C(C=C2)C)C=2C=NN(C2)C (6-Bromo-2-(1-methyl-1H-pyrazol-4-yl)-1-(5-methylpyridin-2-yl)-1H-pyrrolo[3,2-c]pyridine). The yield is 46.6%. RXN SMILES: [Br:1][C:2]1[N:7]=[CH:6][C:5]2[CH:8]=[C:9]([C:11]3[CH:12]=[N:13][N:14]([CH3:16])[CH:15]=3)[NH:10][C:4]=2[CH:3]=1.Br[C:18]1[CH:23]=[CH:22][C:21]([CH3:24])=[CH:20][N:19]=1.C(=O)([O-])[O-].[K+].[K+]>CC(N(C)C)=O.C(OCC)(=O)C.[Cu]I>[Br:1][C:2]1[N:7]=[CH:6][C:5]2[CH:8]=[C:9]([C:11]3[CH:12]=[N:13][N:14]([CH3:16])[CH:15]=3)[N:10]([C:18]3[CH:23]=[CH:22][C:21]([CH3:24])=[CH:20][N:19]=3)[C:4]=2[CH:3]=1 |f:2.3.4|. Reported procedure: 6-Bromo-2-(1-methyl-1H-pyrazol-4-yl)-1H-pyrrolo[3,2-c]pyridine (Preparation 22, 84 mg 0.303 mmole) and 2-bromo-5-methylpyridine (78 mg, 0.45 mmole) were dissolved in DMA (2.1 ml) and potassium carbonate (60 mg, 0.42 mmole) and copper(I) iodide (12 mg, 0.066 mmole) were added. The reaction was placed under argon and heated by microwave at 210° C. for 60 minutes. Further 2-bromo-5-methylpyridine (49 mg) and potassium carbonate (40 mg) were added and the reaction again heated at 210° C. under micro...